From a dataset of the Open Reaction Database (ORD), a public repository of structured organic reaction records. describe an organic reaction: reactants, conditions, products, and yield Reactants: ClCCl, CN(C)C=O, O=C(O)C(=O)N1CCCC1. Product: O=C(Cl)C(=O)N1CCCC1. Reaction SMILES: [Cl:16][CH2:17][Cl:18].[O:11]=[CH:12][N:13]([CH3:14])[CH3:15].[O:1]=[C:2]([C:3](=[O:4])[OH:5])[N:6]1[CH2:7][CH2:8][CH2:9][CH2:10]1>>[O:1]=[C:2]([C:3](=[O:4])[Cl:16])[N:6]1[CH2:7][CH2:8][CH2:9][CH2:10]1. The reactants are C(C)(C)(C)OC(=O)N[C@H](C(=O)O)CCCC (2(S)-t-butoxycarbonylaminohexanoic acid), C=1C=CC2=C(C1)N=NN2O (HOBT), CN(C)C=O (DMF), O-dimethylhydroxylamine hydrochloride, CCN=C=NCCCN(C)C.Cl (EDC.HCl). Run in C(C)N(CC)CC (triethylamine). Product: CON(C([C@@H](CCCC)NC(=O)OC(C)(C)C)=O)C (N-Methoxy-N-methyl 2(R)-tert-butoxycarbonylaminohexanamide). RXN SMILES: [C:1]([O:5][C:6]([NH:8][C@@H:9]([CH2:13][CH2:14][CH2:15][CH3:16])[C:10]([OH:12])=O)=[O:7])([CH3:4])([CH3:3])[CH3:2].CCN=C=NCCC[N:25]([CH3:27])C.Cl.C1C=CC2N(O)N=NC=2C=1.CN([CH:42]=[O:43])C>C(N(CC)CC)C>[CH3:42][O:43][N:25]([CH3:27])[C:10](=[O:12])[C@H:9]([NH:8][C:6]([O:5][C:1]([CH3:2])([CH3:3])[CH3:4])=[O:7])[CH2:13][CH2:14][CH2:15][CH3:16] |f:1.2|. Procedure: The title compound was prepared according to the procedure described in Example 1, Step A except using 2(S)-t-butoxycarbonylaminohexanoic acid (10.6 g, 0.045 mol), N, O-dimethylhydroxylamine hydrochloride (4.69 g, 0.048 mol), EDC.HCl (9.45 g, 0.049 mol), HOBT (6.18 g, 0.045 mol), DMF (200 mL) and triethylamine at pH 7. The crude product was chromatographed on silica gel with 15-20% ethyl acetate in hexane. The title compound was obtained as an oil. NMR (DMSO-d6, 300 MHz) δ 7.01 (1H, d, J=8 Hz), ... Reactants: CCOC(=O)c1nc(-c2ccc3c(c2)N(C(C)=O)CCO3)sc1Cl, CNCCOc1ccccc1, CN(C)C=O. Product: CCOC(=O)c1nc(-c2ccc3c(c2)N(C(C)=O)CCO3)sc1N(C)CCOc1ccccc1. As a reaction SMILES: [C:1]([CH3:2])(=[O:3])[N:4]1[c:5]2[c:6]([cH:10][cH:11][c:12](-[c:14]3[s:15][c:16]([Cl:24])[c:17]([C:19](=[O:20])[O:21][CH2:22][CH3:23])[n:18]3)[cH:13]2)[O:7][CH2:8][CH2:9]1.[CH3:25][NH:26][CH2:27][CH2:28][O:29][c:30]1[cH:31][cH:32][cH:33][cH:34][cH:35]1.[O:36]=[CH:37][N:38]([CH3:39])[CH3:40]>>[C:1]([CH3:2])(=[O:3])[N:4]1[c:5]2[c:6]([cH:10][cH:11][c:12](-[c:14]3[s:15][c:16]([N:26]([CH3:25])[CH2:27][CH2:28][O:29][c:30]4[cH:31][cH:32][cH:33][cH:34][cH:35]4)[c:17]([C:19](=[O:20])[O:21][CH2:22][CH3:23])[n:18]3)[cH:13]2)[O:7][CH2:8][CH2:9]1. Reactants: C1(=CC=CC=C1)B(O)O (phenylboronic acid), BrC=1C=C2C=C(NC2=CC1)C1=CC=C(C=C1)Cl (5-bromo-2-(4-chlorophenyl)-1H-indole), O (water). Reagents/catalysts: C=1C=CC(=CC1)[P](C=2C=CC=CC2)(C=3C=CC=CC3)[Pd]([P](C=4C=CC=CC4)(C=5C=CC=CC5)C=6C=CC=CC6)([P](C=7C=CC=CC7)(C=8C=CC=CC8)C=9C=CC=CC9)[P](C=1C=CC=CC1)(C=1C=CC=CC1)C=1C=CC=CC1 (tetrakis(triphenylphosphine)palladium(0)). The solvent is O1CCOCC1.O (dioxane water). Reaction conditions: temperature 160 celsius. Yields the product ClC1=CC=C(C=C1)C=1NC2=CC=C(C=C2C1)C1=CC=CC=C1 (2-(4-Chlorophenyl)-5-phenyl-1H-indole). The yield is 10.6%. RXN SMILES: Br[C:2]1[CH:3]=[C:4]2[C:8](=[CH:9][CH:10]=1)[NH:7][C:6]([C:11]1[CH:16]=[CH:15][C:14]([Cl:17])=[CH:13][CH:12]=1)=[CH:5]2.[C:18]1(B(O)O)[CH:23]=[CH:22][CH:21]=[CH:20][CH:19]=1.O>O1CCOCC1.O.C1C=CC([P]([Pd]([P](C2C=CC=CC=2)(C2C=CC=CC=2)C2C=CC=CC=2)([P](C2C=CC=CC=2)(C2C=CC=CC=2)C2C=CC=CC=2)[P](C2C=CC=CC=2)(C2C=CC=CC=2)C2C=CC=CC=2)(C2C=CC=CC=2)C2C=CC=CC=2)=CC=1>[Cl:17][C:14]1[CH:15]=[CH:16][C:11]([C:6]2[NH:7][C:8]3[C:4]([CH:5]=2)=[CH:3][C:2]([C:18]2[CH:23]=[CH:22][CH:21]=[CH:20][CH:19]=2)=[CH:10][CH:9]=3)=[CH:12][CH:13]=1 |f:3.4,^1:38,40,59,78|. Procedure: To a suspension of 5-bromo-2-(4-chlorophenyl)-1H-indole (200 mg, 0.65 mmol) in dioxane/water 4:1 v/v (5 mL) was added phenylboronic acid (87 mg, 0.72 mmol) and a few milligrams of tetrakis(triphenylphosphine)palladium(0). The resulting suspension was heated in the microwave at 160° C. for 15 min. After cooling, the reaction was poured into water to give a precipitate, which was filtered off and washed with water. The resulting solid was purified by column chromatography eluting using a gradient ... RXN SMILES: [CH3:1][O:2][C:3]([CH:4]([NH:5][C:6]([C:7]([F:8])([F:9])[F:10])=[O:11])[CH2:12][c:13]1[cH:14][c:15]([Cl:21])[c:16]([OH:20])[c:17]([Cl:19])[cH:18]1)=[O:22].[O:59]1[CH2:60][CH2:61][CH2:62][CH2:63]1.[c:23]1(-[c:29]2[o:30][c:31]3[c:32]([n:33]2)[cH:34][cH:35][cH:36][c:37]3[CH2:38][OH:39])[cH:24][cH:25][cH:26][cH:27][cH:28]1.[c:40]1([P:41]([c:42]2[cH:43][cH:44][cH:45][cH:46][cH:47]2)[c:48]2[cH:49][cH:50][cH:51][cH:52][cH:53]2)[cH:54][cH:55][cH:56][cH:57][cH:58]1>>[CH3:1][O:2][C:3]([CH:4]([NH:5][C:6]([C:7]([F:8])([F:9])[F:10])=[O:11])[CH2:12][c:13]1[cH:14][c:15]([Cl:21])[c:16]([O:20][CH2:38][c:37]2[c:31]3[o:30][c:29](-[c:23]4[cH:24][cH:25][cH:26][cH:27][cH:28]4)[n:33][c:32]3[cH:34][cH:35][cH:36]2)[c:17]([Cl:19])[cH:18]1)=[O:22]. Yields the product COC(=O)C(Cc1cc(Cl)c(OCc2cccc3nc(-c4ccccc4)oc23)c(Cl)c1)NC(=O)C(F)(F)F. The reactants are COC(=O)C(Cc1cc(Cl)c(O)c(Cl)c1)NC(=O)C(F)(F)F, C1CCOC1, OCc1cccc2nc(-c3ccccc3)oc12, c1ccc(P(c2ccccc2)c2ccccc2)cc1. The reactants are [Cl-].[NH4+] (ammonium chloride), C(C#CC)OC1=NC=NC(=C1F)F (4-(2-butynyloxy)-5,6-difluoropyrimidine), Cl.CC1(CNCC1)C (3,3-dimethylpyrrolidine hydrochloride), C([O-])([O-])=O.[K+].[K+] (potassium carbonate). Run in C(C)#N (acetonitrile). Run at temperature 70 celsius, time 5 hour. Product: C(C#CC)OC1=NC=NC(=C1F)N1CC(CC1)(C)C (4-(2-butynyloxy)-5-fluoro-6-(3,3-dimethylpyrrolidine-1-yl)pyrimidine). Reaction SMILES: [CH2:1]([O:5][C:6]1[C:11]([F:12])=[C:10](F)[N:9]=[CH:8][N:7]=1)[C:2]#[C:3][CH3:4].Cl.[CH3:15][C:16]1([CH3:21])[CH2:20][CH2:19][NH:18][CH2:17]1.C(=O)([O-])[O-].[K+].[K+].[Cl-].[NH4+]>C(#N)C>[CH2:1]([O:5][C:6]1[C:11]([F:12])=[C:10]([N:18]2[CH2:19][CH2:20][C:16]([CH3:21])([CH3:15])[CH2:17]2)[N:9]=[CH:8][N:7]=1)[C:2]#[C:3][CH3:4] |f:1.2,3.4.5,6.7|. Reported procedure: 0.36 g of 4-(2-butynyloxy)-5,6-difluoropyrimidine, 0.25 g of 3,3-dimethylpyrrolidine hydrochloride and 0.62 g of potassium carbonate are added to 1 ml of acetonitrile, then the reaction mixture is stirred at 70° C. for 5 hours. Then saturated aqueous solution of ammonium chloride is added to the reaction mixture which is cooled to about room temperature, and extract with t-butyl methyl ether three times. The organic layers are joined, dried with anhydrous magnesium sulfate, and concentrated. The... The solvent is C1CCOC1 (THF). RXN SMILES: [Br:1][C:2]1[CH:10]=[C:9]([CH3:11])[C:5]([C:6](O)=[O:7])=[C:4]([F:12])[CH:3]=1.C(N1C=CN=C1)([N:15]1C=CN=C1)=O>C1COCC1>[Br:1][C:2]1[CH:10]=[C:9]([CH3:11])[C:5]([C:6]([NH2:15])=[O:7])=[C:4]([F:12])[CH:3]=1. Product: BrC1=CC(=C(C(=O)N)C(=C1)C)F (4-bromo-2-fluoro-6-methylbenzamide). Reactants: BrC1=CC(=C(C(=O)O)C(=C1)C)F (4-bromo-2-fluoro-6-methyl benzoic acid), C(=O)(N1C=NC=C1)N1C=NC=C1 (carbonyldiimidazole). Procedure details: 4-bromo-2-fluoro-6-methyl benzoic acid (200 g) was dissolved in 1 L of THF and treated portion wise with carbonyldiimidazole (180 g, 1.3 eq). The reaction mixture is stirred at ambient temperature for about 3 hours and then quenched by addition of aqueous ammonium hydroxide (400 ml). The resulting reaction mixture was stirred overnight at ambient temperature and then concentrated under reduced pressure to about 0.5 L volume. The resulting slurry was diluted by adding 1 L of water. The precipitat... Conditions: time 3 hour. The reactants are COc1cc(C=CCNC(=O)OC(C)(C)C)cn2ncc(Cl)c12, ClCCl, O=C(O)C(F)(F)F. The product is O=C[O-], COc1cc(C=CCN)cn2ncc(Cl)c12. As a reaction SMILES: [Cl:1][c:2]1[cH:3][n:4][n:5]2[c:6]1[c:7]([O:22][CH3:23])[cH:8][c:9]([CH:11]=[CH:12][CH2:13][NH:14][C:15]([O:16][C:17]([CH3:18])([CH3:19])[CH3:20])=[O:21])[cH:10]2.[Cl:31][CH2:32][Cl:33].[F:24][C:25]([F:26])([F:27])[C:28]([OH:29])=[O:30]>>[CH:15](=[O:16])[O-:21].[Cl:1][c:2]1[cH:3][n:4][n:5]2[c:6]1[c:7]([O:22][CH3:23])[cH:8][c:9]([CH:11]=[CH:12][CH2:13][NH2:14])[cH:10]2. Reactants: C(CCC)[Sn](CCCC)=O (dibutyltin oxide), C(CCCCCCC\C=C/C[C@H](O)CCCCCC)(=O)O (ricinoleic acid). Run in C1(=CC=CC=C1)C (toluene). Product: C(CCCCCCC\C=C/C[C@H](O)CCCCCC)(=O)[O-].C(CCCCCCC\C=C/C[C@H](O)CCCCCC)(=O)[O-].C(CCC)[Sn+2]CCCC (dibutyltin bis-ricinoleate). RXN SMILES: [CH2:1]([Sn:5](=O)[CH2:6][CH2:7][CH2:8][CH3:9])[CH2:2][CH2:3][CH3:4].[C:11]([OH:31])(=[O:30])[CH2:12][CH2:13][CH2:14][CH2:15][CH2:16][CH2:17][CH2:18]/[CH:19]=[CH:20]\[CH2:21][C@@H:22]([CH2:24][CH2:25][CH2:26][CH2:27][CH2:28][CH3:29])[OH:23]>C1(C)C=CC=CC=1>[C:11]([O-:31])(=[O:30])[CH2:12][CH2:13][CH2:14][CH2:15][CH2:16][CH2:17][CH2:18]/[CH:19]=[CH:20]\[CH2:21][C@@H:22]([CH2:24][CH2:25][CH2:26][CH2:27][CH2:28][CH3:29])[OH:23].[C:11]([O-:31])(=[O:30])[CH2:12][CH2:13][CH2:14][CH2:15][CH2:16][CH2:17][CH2:18]/[CH:19]=[CH:20]\[CH2:21][C@@H:22]([CH2:24][CH2:25][CH2:26][CH2:27][CH2:28][CH3:29])[OH:23].[CH2:1]([Sn+2:5][CH2:6][CH2:7][CH2:8][CH3:9])[CH2:2][CH2:3][CH3:4] |f:3.4.5|. Reported procedure: A mixture of dibutyltin oxide, 31.2 g (0.125 mole), ricinoleic acid, 74.25 g (0.25 mole), and 250 ml toluene were mixed and reacted as described in Example 1. Removal of toluene yielded 120 g (944 yield) of dibutyltin bis-ricinoleate, a yellow viscous liquid. The reactants are COC1=NC=CC(=C1)[C@@H]1[C@@H](CN(CC1)C(=O)OC(C)(C)C)C(=O)OCC (cis-1-(1,1-dimethylethyl) 3-ethyl 4-[2-(methyloxy)-4-pyridinyl]-1,3-piperidinedicarboxylate), [O-]CC.[Na+] (sodium ethoxide). Solvent: C(C)O (ethanol). Run at temperature 55 celsius. Product: COC1=NC=CC(=C1)[C@H]1[C@@H](CN(CC1)C(=O)OC(C)(C)C)C(=O)OCC (trans-1-(1,1-Dimethylethyl) 3-ethyl 4-[2-(methyloxy)-4-pyridinyl]-1,3-piperidinedicarboxylate). As a reaction SMILES: [CH3:1][O:2][C:3]1[CH:8]=[C:7]([C@H:9]2[CH2:14][CH2:13][N:12]([C:15]([O:17][C:18]([CH3:21])([CH3:20])[CH3:19])=[O:16])[CH2:11][C@H:10]2[C:22]([O:24][CH2:25][CH3:26])=[O:23])[CH:6]=[CH:5][N:4]=1.[O-]CC.[Na+]>C(O)C>[CH3:1][O:2][C:3]1[CH:8]=[C:7]([C@@H:9]2[CH2:14][CH2:13][N:12]([C:15]([O:17][C:18]([CH3:21])([CH3:19])[CH3:20])=[O:16])[CH2:11][C@H:10]2[C:22]([O:24][CH2:25][CH3:26])=[O:23])[CH:6]=[CH:5][N:4]=1 |f:1.2|. Procedure details: To an ethanol solution (0.1 M) of cis-1-(1,1-dimethylethyl) 3-ethyl 4-[2-(methyloxy)-4-pyridinyl]-1,3-piperidinedicarboxylate (1 eq.) from the previous step was added freshly prepared sodium ethoxide (1.1 eq.). The resulting yellow-orange solution was heated at 55° C. for 12 h. The volatiles were then removed in vacuo and the residue was partitioned between diethyl ether and sat. aq. NH4Cl. The aqueous layer was separated and back-extracted with ether. The combined organic extracts were washed f...